Dataset: the Open Reaction Database (ORD), a public repository of structured organic reaction records. Task: describe an organic reaction: reactants, conditions, products, and yield The reactants are CC[O-], CCO, CCOC=O, Cl, [Na+], Cn1ncc(C(=O)Nc2cccc(C(=O)c3ccc4c(c3)NC(=O)C4)c2)c1Cl. Yields the product Cn1ncc(C(=O)Nc2cccc(C(=O)c3ccc4c(c3)NC(=O)C4=CO)c2)c1Cl. RXN SMILES: [CH3:35][CH2:36][O-:37].[CH3:39][CH2:40][OH:41].[CH:29](=[O:30])[O:31][CH2:32][CH3:33].[ClH:38].[Na+:34].[O:1]=[C:2]1[NH:3][c:4]2[cH:5][c:6]([C:11](=[O:12])[c:13]3[cH:14][c:15]([NH:19][C:20](=[O:21])[c:22]4[cH:23][n:24][n:25]([CH3:28])[c:26]4[Cl:27])[cH:16][cH:17][cH:18]3)[cH:7][cH:8][c:9]2[CH2:10]1>>[O:1]=[C:2]1[NH:3][c:4]2[cH:5][c:6]([C:11](=[O:12])[c:13]3[cH:14][c:15]([NH:19][C:20](=[O:21])[c:22]4[cH:23][n:24][n:25]([CH3:28])[c:26]4[Cl:27])[cH:16][cH:17][cH:18]3)[cH:7][cH:8][c:9]2[C:10]1=[CH:29][OH:30]. Reactants: O=C([O-])O, C1COCCO1, CC(=O)O, O=C(Nc1cc(Cl)cc(Cl)c1)c1cccc(Nc2ncccc2[N+](=O)[O-])c1, [Fe], [Na+]. Product: Nc1cccnc1Nc1cccc(C(=O)Nc2cc(Cl)cc(Cl)c2)c1. RXN SMILES: [C:28](=[O:29])([OH:30])[O-:31].[CH2:37]1[O:38][CH2:39][CH2:40][O:41][CH2:42]1.[CH3:33][C:34](=[O:35])[OH:36].[Cl:1][c:2]1[cH:3][c:4]([NH:9][C:10](=[O:11])[c:12]2[cH:13][c:14]([NH:18][c:19]3[n:20][cH:21][cH:22][cH:23][c:24]3[N+:25]([O-:26])=[O:27])[cH:15][cH:16][cH:17]2)[cH:5][c:6]([Cl:8])[cH:7]1.[Fe:43].[Na+:32]>>[Cl:1][c:2]1[cH:3][c:4]([NH:9][C:10](=[O:11])[c:12]2[cH:13][c:14]([NH:18][c:19]3[n:20][cH:21][cH:22][cH:23][c:24]3[NH2:25])[cH:15][cH:16][cH:17]2)[cH:5][c:6]([Cl:8])[cH:7]1. Reactants: O=C1CCCN(C2=C1C=CC=C2)C(C2=CC=C(C=C2)NC(C2=CC(=CC(=C2)Cl)Cl)=O)=O (5-oxo-1-[4-(3,5-dichlorobenzoylamino)benzoyl]-2,3,4,5-tetrahydro-1H-benzazepine), Cl.NO (hydroxylamine hydrochloride). Solvent: N1=CC=CC=C1 (pyridine). The product is ON=C1CCCN(C2=C1C=CC=C2)C(C2=CC=C(C=C2)NC(C2=CC(=CC(=C2)Cl)Cl)=O)=O (5-hydroxyimino-1-[4-(3,5-dichlorobenzoylamino)benzoyl]-2,3,4,5-tetrahydro-1H-benzazepine). The yield is 48.4%. RXN SMILES: O=[C:2]1[C:8]2[CH:9]=[CH:10][CH:11]=[CH:12][C:7]=2[N:6]([C:13](=[O:31])[C:14]2[CH:19]=[CH:18][C:17]([NH:20][C:21](=[O:30])[C:22]3[CH:27]=[C:26]([Cl:28])[CH:25]=[C:24]([Cl:29])[CH:23]=3)=[CH:16][CH:15]=2)[CH2:5][CH2:4][CH2:3]1.Cl.[NH2:33][OH:34]>N1C=CC=CC=1>[OH:34][N:33]=[C:2]1[C:8]2[CH:9]=[CH:10][CH:11]=[CH:12][C:7]=2[N:6]([C:13](=[O:31])[C:14]2[CH:15]=[CH:16][C:17]([NH:20][C:21](=[O:30])[C:22]3[CH:27]=[C:26]([Cl:28])[CH:25]=[C:24]([Cl:29])[CH:23]=3)=[CH:18][CH:19]=2)[CH2:5][CH2:4][CH2:3]1 |f:1.2|. Procedure: To a mixture of 5-oxo-1-[4-(3,5-dichlorobenzoylamino)benzoyl]-2,3,4,5-tetrahydro-1H-benzazepine (4 g) and pyridine (50 ml) is added hydroxylamine hydrochloride (1.84 g) and the mixture is refluxed for 2.5 hours. The reaction solution is concentrated and water is added to the resulting residue. The precipitated crystal is collected by filtration, and recrystallized from dioxane/water to give 5-hydroxyimino-1-[4-(3,5-dichlorobenzoylamino)benzoyl]-2,3,4,5-tetrahydro-1H-benzazepine (2 g) as white po... The reactants are CC1=C(O)C=CC=C1O (2-Methyl resorcinol), C1COCCOCCOCCOCCOCCO1 (18-crown-6-ether), BrCC1=C(C=C(C=C1)OC)OC (4-bromomethyl-1,3-dimethoxybenzene), C([O-])([O-])=O.[K+].[K+] (potassium carbonate). The solvent is CC(=O)C (acetone). The product is COC=1C=C(COC=2C(=C(C=CC2)O)C)C=C(C1)OC (3-(3,5-Dimethoxy-benzyloxy)-2-methyl-phenol). The yield is 13.3%. As a reaction SMILES: [CH3:1][C:2]1[C:8]([OH:9])=[CH:7][CH:6]=[CH:5][C:3]=1[OH:4].BrC[C:12]1[CH:17]=[CH:16][C:15]([O:18][CH3:19])=[CH:14][C:13]=1[O:20][CH3:21].[C:22](=O)([O-])[O-].[K+].[K+].C1OCCOCCOCCOCCOCCOC1>CC(C)=O>[CH3:19][O:18][C:15]1[CH:16]=[C:17]([CH:12]=[C:13]([O:20][CH3:21])[CH:14]=1)[CH2:22][O:4][C:3]1[C:2]([CH3:1])=[C:8]([OH:9])[CH:7]=[CH:6][CH:5]=1 |f:2.3.4|. Procedure: 2-Methyl resorcinol (0.07 g, 0.59 mmol), 4-bromomethyl-1,3-dimethoxybenzene (0.13 g, 0.55 mmol), potassium carbonate (0.09 g, 0.68 mmol) and 18-crown-6-ether (0.03 g, 0.11 mmol) were combined in acetone (15 cm3, 99%) and heated to reflux under nitrogen for 22 hours. The solution was evaporated under reduced pressure, and the residue was taken up in dichloromethane (10 cm3) and water (10 cm3). The aqueous layer was extracted with dichloromethane (2×10 cm3), and the combined extracts were washed w... Starting materials: O (water), COC=1C=C(C(=O)NNC(C2=CC(=CC(=C2)OC)OC)=O)C=C(C1)OC (N,N'-bis(3,5-dimethoxybenzoyl)hydrazine), CO (methanol). Yields the product COC=1C=C(C=C(C1)OC)C=1OC(=NN1)C1=CC(=CC(=C1)OC)OC (2,5-bis(3,5-dimethoxyphenyl)-1,3,4-oxadiazole). RXN SMILES: [CH3:1][O:2][C:3]1[CH:4]=[C:5]([CH:22]=[C:23]([O:25][CH3:26])[CH:24]=1)[C:6]([NH:8][NH:9][C:10](=O)[C:11]1[CH:16]=[C:15]([O:17][CH3:18])[CH:14]=[C:13]([O:19][CH3:20])[CH:12]=1)=[O:7].O.CO>P(Cl)(Cl)(Cl)=O>[CH3:1][O:2][C:3]1[CH:4]=[C:5]([C:6]2[O:7][C:10]([C:11]3[CH:12]=[C:13]([O:19][CH3:20])[CH:14]=[C:15]([O:17][CH3:18])[CH:16]=3)=[N:9][N:8]=2)[CH:22]=[C:23]([O:25][CH3:26])[CH:24]=1. Yield: 83.5%. Procedure: A mixture of 20.5 g (0.057 mole) of N,N'-bis(3,5-dimethoxybenzoyl)hydrazine in 125 ml of phosphorus oxychloride was heated to reflux temperature. All material dissolved after a short time and the solution was held at reflux for 1 hr. before it was cooled and slowly poured into water. The damp precipitate was stirred with 250 ml of boiling methanol before the mixture was cooled and filtered to give 16.3 g (84%) of crude 2,5-bis(3,5-dimethoxyphenyl)-1,3,4-oxadiazole, mp 167°-170° C.; Crystallizati... Run in P(=O)(Cl)(Cl)Cl (phosphorus oxychloride). Reactants: CN1CCN(CC1)CCCN (3-(4-methylpiperazin-1-yl)-propylamine), ClC1=C2C(=NC=C1)C=C(S2)C(=O)[O-].[Li+] (lithium 7-chloro-thieno[3,2-b]pyridine-2-carboxylate). The product is CN1CCN(CC1)CCCNC(=O)C1=CC2=NC=CC(=C2S1)Cl (7-Chloro-thieno[3,2-b]pyridine-2-carboxylic acid [3-(4-methyl-piperazin-1-yl)-propyl]-amide). RXN SMILES: [CH3:1][N:2]1[CH2:7][CH2:6][N:5]([CH2:8][CH2:9][CH2:10][NH2:11])[CH2:4][CH2:3]1.[Cl:12][C:13]1[CH:18]=[CH:17][N:16]=[C:15]2[CH:19]=[C:20]([C:22]([O-])=[O:23])[S:21][C:14]=12.[Li+]>>[CH3:1][N:2]1[CH2:7][CH2:6][N:5]([CH2:8][CH2:9][CH2:10][NH:11][C:22]([C:20]2[S:21][C:14]3[C:15](=[N:16][CH:17]=[CH:18][C:13]=3[Cl:12])[CH:19]=2)=[O:23])[CH2:4][CH2:3]1 |f:1.2|. Procedure details: The title compound was prepared from 3-(4-methylpiperazin-1-yl)-propylamine and lithium 7-chloro-thieno[3,2-b]pyridine-2-carboxylate by a procedure analogous to Example 1B. MS: 353/355 (MH+); HPLC Rf: n.d.; HPLC purity: n.d. Starting materials: IC1=CC=C(C=C1)[C@H]1[C@@H](CCC1)NS(=O)(=O)C(C)C ((+,−) Trans propane-2-sulfonic acid [2-(4-iodo-phenyl)-cyclopentyl]-amide), C(#N)C1=CC=C(C=C1)B(O)O (4-cyanophenylboronic acid), C([O-])([O-])=O.[K+].[K+] (potassium carbonate). Reagents/catalysts: C(C)(=O)[O-].[Pd+2].C(C)(=O)[O-] (palladium acetate). The solvent is C(CC)O (n-propanol), O (water). Conditions: temperature 90 celsius. Product: C(#N)C1=CC=C(C=C1)C1=CC=C(C=C1)[C@H]1[C@@H](CCC1)NS(=O)(=O)C(C)C ((+,−) Trans Propane-2-sulfonic Acid [2-(4′-cyano-biphenyl-4-yl)-cyclopentyl]-amide). The yield is 87.7%. RXN SMILES: I[C:2]1[CH:7]=[CH:6][C:5]([C@@H:8]2[CH2:12][CH2:11][CH2:10][C@H:9]2[NH:13][S:14]([CH:17]([CH3:19])[CH3:18])(=[O:16])=[O:15])=[CH:4][CH:3]=1.[C:20]([C:22]1[CH:27]=[CH:26][C:25](B(O)O)=[CH:24][CH:23]=1)#[N:21].C(=O)([O-])[O-].[K+].[K+]>C(O)CC.O.C([O-])(=O)C.[Pd+2].C([O-])(=O)C>[C:20]([C:22]1[CH:27]=[CH:26][C:25]([C:2]2[CH:7]=[CH:6][C:5]([C@@H:8]3[CH2:12][CH2:11][CH2:10][C@H:9]3[NH:13][S:14]([CH:17]([CH3:19])[CH3:18])(=[O:16])=[O:15])=[CH:4][CH:3]=2)=[CH:24][CH:23]=1)#[N:21] |f:2.3.4,7.8.9|. Reported procedure: (+,−) Trans propane-2-sulfonic acid [2-(4-iodo-phenyl)-cyclopentyl]-amide (375 mg, 0.95 mmol, prepared in example 2) and 4-cyanophenylboronic acid (168 mg, 1.14 mmol) were dissolved in 20 mL of n-propanol and 25 mg (0.18 mmol)of potassium carbonate in 5 mL of water added. A catalytic amount of palladium acetate is added (11 mg) and the mixture refluxed at 90° C. for 7 hours. The reaction is worked up as in preparation 6. The combined organics were dried (Na2SO4), filtered and concentrated in vac... Starting materials: C(C)(=O)OCC.O (ethyl acetate water), ClC1=C(C#N)C=CC(=C1)F (2-chloro-4-fluorobenzonitrile), BrC1=C(C=C(C=C1)O)C1OCCO1 (4-bromo-3-(1,3-dioxolan-2-yl)phenol), C([O-])([O-])=O.[K+].[K+] (potassium carbonate), CN(C=O)C (N,N-dimethylformamide). Reaction conditions: temperature 100 celsius, time 8 hour. Product: BrC1=C(C=C(OC2=C(C=C(C#N)C=C2)Cl)C=C1)C1OCCO1 (4-(4-bromo-3-(1,3-dioxolan-2-yl)phenoxy)-3-chlorobenzonitrile). As a reaction SMILES: [Cl:1][C:2]1[CH:9]=[C:8](F)[CH:7]=[CH:6][C:3]=1C#N.[Br:11][C:12]1[CH:17]=[CH:16][C:15]([OH:18])=[CH:14][C:13]=1[CH:19]1[O:23][CH2:22][CH2:21][O:20]1.C(=O)([O-])[O-].[K+].[K+].C(OCC)(=O)C.O.C[N:38]([CH3:41])C=O>>[Br:11][C:12]1[CH:17]=[CH:16][C:15]([O:18][C:3]2[CH:6]=[CH:7][C:8]([C:41]#[N:38])=[CH:9][C:2]=2[Cl:1])=[CH:14][C:13]=1[CH:19]1[O:20][CH2:21][CH2:22][O:23]1 |f:2.3.4,5.6|. Procedure: A mixture of 2-chloro-4-fluorobenzonitrile (4.43 g, 28.4 mmol), 4-bromo-3-(1,3-dioxolan-2-yl)phenol (6.96 g, 28.4 mmol), and potassium carbonate (4.70 g, 34.1 mmol) in N,N-dimethylformamide (60 mL) was stirred at 100° C. under nitrogen atmosphere overnight. The mixture was poured into ethyl acetate/water. The organic layer was washed with brine and dried on anhydrous sodium sulfate. The solvent was removed under reduced pressure to give crude 4-(4-bromo-3-(1,3-dioxolan-2-yl)phenoxy)-3-chlorobenz... Reactants: CC(C)(C)OC(=O)N1CCC(N)C1, C1CCOC1, CN1CCC(=O)CC1. Yields the product CN1CCC(NC2CCN(C(=O)OC(C)(C)C)C2)CC1. RXN SMILES: [C:1](=[O:2])([O:3][C:4]([CH3:5])([CH3:6])[CH3:7])[N:8]1[CH2:9][CH:10]([NH2:13])[CH2:11][CH2:12]1.[CH2:22]1[O:23][CH2:24][CH2:25][CH2:26]1.[CH3:14][N:15]1[CH2:16][CH2:17][C:18](=[O:21])[CH2:19][CH2:20]1>>[C:1](=[O:2])([O:3][C:4]([CH3:5])([CH3:6])[CH3:7])[N:8]1[CH2:9][CH:10]([NH:13][CH:18]2[CH2:17][CH2:16][N:15]([CH3:14])[CH2:20][CH2:19]2)[CH2:11][CH2:12]1.